This data is from the Open Reaction Database (ORD), a public repository of structured organic reaction records. The task is: describe an organic reaction: reactants, conditions, products, and yield Starting materials: Cl.C1(=CC=C(C=C1)NC(CC(N1CCNCC1)=O)=O)C1=CC=CC=C1 (N-Biphenyl-4-yl-3-oxo-3-piperazin-1-yl-propionamide hydrochloride), C(=O)([O-])[O-].[K+].[K+] (K2CO3), BrCC1=C(C=CC=C1)C(F)(F)F (1-bromomethyl-2-trifluoromethyl-benzene). Run in O (water), CN(C)C=O (DMF). Conditions: temperature 0 celsius, time 6 hour. Product: C1(=CC=C(C=C1)NC(CC(N1CCN(CC1)CC1=C(C=CC=C1)C(F)(F)F)=O)=O)C1=CC=CC=C1 (N-biphenyl-4-yl-3-oxo-3-[4-(2-trifluoromethyl-benzyl)-piperazin-1-yl]-propionamide). Yield: 88.3%. Reaction SMILES: Cl.[C:2]1([C:20]2[CH:25]=[CH:24][CH:23]=[CH:22][CH:21]=2)[CH:7]=[CH:6][C:5]([NH:8][C:9](=[O:19])[CH2:10][C:11](=[O:18])[N:12]2[CH2:17][CH2:16][NH:15][CH2:14][CH2:13]2)=[CH:4][CH:3]=1.C([O-])([O-])=O.[K+].[K+].Br[CH2:33][C:34]1[CH:39]=[CH:38][CH:37]=[CH:36][C:35]=1[C:40]([F:43])([F:42])[F:41]>CN(C=O)C.O>[C:2]1([C:20]2[CH:25]=[CH:24][CH:23]=[CH:22][CH:21]=2)[CH:3]=[CH:4][C:5]([NH:8][C:9](=[O:19])[CH2:10][C:11](=[O:18])[N:12]2[CH2:13][CH2:14][N:15]([CH2:33][C:34]3[CH:39]=[CH:38][CH:37]=[CH:36][C:35]=3[C:40]([F:41])([F:42])[F:43])[CH2:16][CH2:17]2)=[CH:6][CH:7]=1 |f:0.1,2.3.4|. Procedure: A solution of N-Biphenyl-4-yl-3-oxo-3-piperazin-1-yl-propionamide hydrochloride (75 mg, 0.2 mmol) and K2CO3 (58 mg, 0.42 mmol) in DMF (2 mL) was stirred for 15 minutes at room temperature, then cooled to 0° C. and 1-bromomethyl-2-trifluoromethyl-benzene (50 mg, 0.21 mmol) was added. The resulting mixture was stirred at room temperature for 6 hours then diluted with water. The resulting precipitate was filtered to afford 85 mg (85%) of N-biphenyl-4-yl-3-oxo-3-[4-(2-trifluoromethyl-benzyl)-piperaz...